This data is from the Open Reaction Database (ORD), a public repository of structured organic reaction records. The task is: describe an organic reaction: reactants, conditions, products, and yield The reactants are B(Cl)(Cl)Cl (BCl3), FC1=C(C(=C(C2=C1C=CO2)NS(=O)(=O)C2C(C2)COCC2=CC=CC=C2)NC2=C(C=C(C=C2)I)F)F (2-benzyloxymethyl-cyclopropanesulfonic acid [4,5-difluoro-6-(2-fluoro-4-iodo-phenylamino)-benzofuran-7-yl]-amide), C(C)(=O)OCC (ethyl acetate). The solvent is C(Cl)Cl (DCM), C(Cl)Cl (DCM), CCCCCC (hexane). Run at temperature -75 celsius, time 1 hour. The product is FC1=C(C(=C(C2=C1C=CO2)NS(=O)(=O)C2C(C2)CO)NC2=C(C=C(C=C2)I)F)F (2-Hydroxymethyl-cyclopropanesulfonic acid [4,5-difluoro-6-(2-fluoro-4-iodo-phenylamino)-benzofuran-7-yl]-amide). The yield is 54.5%. As a reaction SMILES: B(Cl)(Cl)Cl.[F:5][C:6]1[C:11]2[CH:12]=[CH:13][O:14][C:10]=2[C:9]([NH:15][S:16]([CH:19]2[CH2:21][CH:20]2[CH2:22][O:23]CC2C=CC=CC=2)(=[O:18])=[O:17])=[C:8]([NH:31][C:32]2[CH:37]=[CH:36][C:35]([I:38])=[CH:34][C:33]=2[F:39])[C:7]=1[F:40].C(OCC)(=O)C>C(Cl)Cl.CCCCCC>[F:5][C:6]1[C:11]2[CH:12]=[CH:13][O:14][C:10]=2[C:9]([NH:15][S:16]([CH:19]2[CH2:21][CH:20]2[CH2:22][OH:23])(=[O:17])=[O:18])=[C:8]([NH:31][C:32]2[CH:37]=[CH:36][C:35]([I:38])=[CH:34][C:33]=2[F:39])[C:7]=1[F:40]. Procedure: 1M BCl3 solution in DCM (0.477 mL, 0.4777 mmol) was added dropwise to a solution of 2-benzyloxymethyl-cyclopropanesulfonic acid [4,5-difluoro-6-(2-fluoro-4-iodo-phenylamino)-benzofuran-7-yl]-amide (0.150 g, 0.2388 mmol) in dry DCM (5 mL) at −75° C. and stirred for 1 hour at −75° C. The reaction mass was allowed to attain 20-35° C. and continued the stirring for 2 hours at same temperature. The reaction was monitored by TLC (50% ethyl acetate in hexane). The reaction mass was quenched with satura... Starting materials: [BH4-].[Na+] (sodium borohydride), C(=O)C1=C(C(=CS1)C#N)Cl (5-formyl-4-chlorothiophene-3-carbonitrile). Conditions: time 10 minute. Product: OCC1=C(C(=CS1)C#N)Cl (5-Hydroxymethyl-4-chlorothiophene-3-carbonitrile). Reaction SMILES: [BH4-].[Na+].[CH:3]([C:5]1[S:9][CH:8]=[C:7]([C:10]#[N:11])[C:6]=1[Cl:12])=[O:4]>>[OH:4][CH2:3][C:5]1[S:9][CH:8]=[C:7]([C:10]#[N:11])[C:6]=1[Cl:12] |f:0.1|. Procedure details: 6.3 g (166 mmol) of sodium borohydride were added portionwise at 5° C. to a solution of 28.5 g (166 mmol) of 5-formyl-4-chlorothiophene-3-carbonitrile in 400 ml of rose slightly and the color changed to dark red. A vigorous evolution of gas was observed. After 10 minutes, the reaction mixture was concentrated under a water pump vacuum, taken up in 200 ml of ethyl acetate, extracted with 200 ml of 1 M hydrochloric acid and washed twice with in each case 250 ml of water and with saturated sodium c... The reactants are Cc1ccccc1, COc1ccc2cc(C(C)C(=O)O)ccc2c1, [Cl-], N. The product is COc1ccc2cc(C(C)C(N)=O)ccc2c1. As a reaction SMILES: [CH3:20][c:21]1[cH:22][cH:23][cH:24][cH:25][cH:26]1.[CH3:2][O:3][c:4]1[cH:5][c:6]2[cH:7][cH:8][c:9]([CH:14]([C:15](=[O:16])[OH:17])[CH3:18])[cH:10][c:11]2[cH:12][cH:13]1.[Cl-:1].[NH3:19]>>[CH3:2][O:3][c:4]1[cH:5][c:6]2[cH:7][cH:8][c:9]([CH:14]([C:15](=[O:16])[NH2:19])[CH3:18])[cH:10][c:11]2[cH:12][cH:13]1. The reactants are [Al+3], O=C(O)C1(c2ccc(Br)cc2)CC1, C1CCOC1, [H-], [H-], [H-], [H-], [Li+]. Yields the product OCC1(c2ccc(Br)cc2)CC1. Reaction SMILES: [Al+3:2].[Br:7][c:8]1[cH:9][cH:10][c:11]([C:14]2([C:17](=[O:18])[OH:19])[CH2:15][CH2:16]2)[cH:12][cH:13]1.[CH2:20]1[O:21][CH2:22][CH2:23][CH2:24]1.[H-:1].[H-:4].[H-:5].[H-:6].[Li+:3]>>[Br:7][c:8]1[cH:9][cH:10][c:11]([C:14]2([CH2:17][OH:18])[CH2:15][CH2:16]2)[cH:12][cH:13]1.